Task: describe an organic reaction: reactants, conditions, products, and yield. Dataset: the Open Reaction Database (ORD), a public repository of structured organic reaction records Reactants: CCOC(C)=O, O=CO, CCCn1c(C)c(C(=O)Nc2ccc(C(O)c3ccnc4cc(OC)ccc34)cc2)c(=O)n1-c1ccccc1, [Zn]. The product is CCCn1c(C)c(C(=O)Nc2ccc(Cc3ccnc4cc(OC)ccc34)cc2)c(=O)n1-c1ccccc1. RXN SMILES: [CH3:43][CH2:44][O:45][C:46](=[O:47])[CH3:48].[CH:40]([OH:41])=[O:42].[OH:1][CH:2]([c:3]1[cH:4][cH:5][c:6]([NH:9][C:10](=[O:11])[c:12]2[c:13](=[O:27])[n:14](-[c:21]3[cH:22][cH:23][cH:24][cH:25][cH:26]3)[n:15]([CH2:18][CH2:19][CH3:20])[c:16]2[CH3:17])[cH:7][cH:8]1)[c:28]1[cH:29][cH:30][n:31][c:32]2[cH:33][c:34]([O:38][CH3:39])[cH:35][cH:36][c:37]12.[Zn:49]>>[CH2:2]([c:3]1[cH:4][cH:5][c:6]([NH:9][C:10](=[O:11])[c:12]2[c:13](=[O:27])[n:14](-[c:21]3[cH:22][cH:23][cH:24][cH:25][cH:26]3)[n:15]([CH2:18][CH2:19][CH3:20])[c:16]2[CH3:17])[cH:7][cH:8]1)[c:28]1[cH:29][cH:30][n:31][c:32]2[cH:33][c:34]([O:38][CH3:39])[cH:35][cH:36][c:37]12. Starting materials: OCCBr, CC(C)(C)[Si](Cl)(c1ccccc1)c1ccccc1, CCOCC, O, c1c[nH]cn1. Yields the product CC(C)(C)[Si](OCCBr)(c1ccccc1)c1ccccc1. RXN SMILES: [Br:24][CH2:25][CH2:26][OH:27].[C:1]([CH3:2])([CH3:3])([CH3:4])[Si:5]([c:6]1[cH:7][cH:8][cH:9][cH:10][cH:11]1)([c:12]1[cH:13][cH:14][cH:15][cH:16][cH:17]1)[Cl:18].[CH3:28][CH2:29][O:30][CH2:31][CH3:32].[OH2:33].[nH:19]1[cH:20][cH:21][n:22][cH:23]1>>[C:1]([CH3:2])([CH3:3])([CH3:4])[Si:5]([c:6]1[cH:7][cH:8][cH:9][cH:10][cH:11]1)([c:12]1[cH:13][cH:14][cH:15][cH:16][cH:17]1)[O:27][CH2:26][CH2:25][Br:24]. Reactants: C([O-])([O-])=O.[K+].[K+] (potassium carbonate), ClC1=CC=CC(=C1C(=O)OC1=CC=C(C=C1)[N+](=O)[O-])SC1=NC(=CC(=N1)OC)OC (4-nitrophenyl 6-chloro-2-(4,6-dimethoxypyrimidin-2-ylthio)benzoate), CS(=O)(=O)N (methanesulfonamide). The solvent is C(C)#N (acetonitrile). The product is ClC=1C(=C(C=CC1)SC1=NC(=CC(=N1)OC)OC)C(=O)NS(=O)(=O)C (2-[3-chloro-2-(methylsulfonylaminocarbonyl)phenylthio]-4,6-dimethoxyprimidine), Compound 40. As a reaction SMILES: [Cl:1][C:2]1[C:7]([C:8](OC2C=CC([N+]([O-])=O)=CC=2)=[O:9])=[C:6]([S:20][C:21]2[N:26]=[C:25]([O:27][CH3:28])[CH:24]=[C:23]([O:29][CH3:30])[N:22]=2)[CH:5]=[CH:4][CH:3]=1.[CH3:31][S:32]([NH2:35])(=[O:34])=[O:33].C(=O)([O-])[O-].[K+].[K+]>C(#N)C>[Cl:1][C:2]1[C:7]([C:8]([NH:35][S:32]([CH3:31])(=[O:34])=[O:33])=[O:9])=[C:6]([S:20][C:21]2[N:26]=[C:25]([O:27][CH3:28])[CH:24]=[C:23]([O:29][CH3:30])[N:22]=2)[CH:5]=[CH:4][CH:3]=1 |f:2.3.4|. Reported procedure: This compound is prepared in a manner analogous to that of Example 1, Step I, using equimolar amounts of 4-nitrophenyl 6-chloro-2-(4,6-dimethoxypyrimidin-2-ylthio)benzoate, methanesulfonamide, and potassium carbonate in acetonitrile to yield 2-[3-chloro-2-(methylsulfonylaminocarbonyl)phenylthio]-4,6-dimethoxyprimidine, Compound 40 of Table 1. Starting materials: ClC1=C(OC2=CC(=C(C=C2)[N+](=O)[O-])[N+](=O)[O-])C=CC(=C1)C(F)(F)F (4-(2-chloro-4-trifluoromethylphenoxy)-1,2-dinitrobenzene), OC(C)P(OC)(OC)=O (dimethyl α-hydroxyethylphosphonate), C([O-])([O-])=O.[K+].[K+] (potassium carbonate). The solvent is CC(CC)=O (2-butanone). Yields the product [N+](=O)([O-])C1=C(OC(C)P(OC)(OC)=O)C=C(C=C1)OC1=C(C=C(C=C1)C(F)(F)F)Cl (dimethyl α-[2-nitro-5-(2-chloro-4-trifluoromethylphenoxy)phenoxy]ethylphosphonate). RXN SMILES: [Cl:1][C:2]1[CH:20]=[C:19]([C:21]([F:24])([F:23])[F:22])[CH:18]=[CH:17][C:3]=1[O:4][C:5]1[CH:10]=[CH:9][C:8]([N+:11]([O-:13])=[O:12])=[C:7]([N+]([O-])=O)[CH:6]=1.[OH:25][CH:26]([P:28](=[O:33])([O:31][CH3:32])[O:29][CH3:30])[CH3:27].C(=O)([O-])[O-].[K+].[K+]>CC(=O)CC>[N+:11]([C:8]1[CH:9]=[CH:10][C:5]([O:4][C:3]2[CH:17]=[CH:18][C:19]([C:21]([F:24])([F:23])[F:22])=[CH:20][C:2]=2[Cl:1])=[CH:6][C:7]=1[O:25][CH:26]([P:28](=[O:33])([O:31][CH3:32])[O:29][CH3:30])[CH3:27])([O-:13])=[O:12] |f:2.3.4|. Reported procedure: A mixture of 4-(2-chloro-4-trifluoromethylphenoxy)-1,2-dinitrobenzene (600 mg), dimethyl α-hydroxyethylphosphonate (382 mg), potassium carbonate (343 mg) and 2-butanone (8 ml) is heated under reflux for 24 hours. The reaction mixture is filtered, and the filtrate is concentrated and purified by prep. TLC to give dimethyl α-[2-nitro-5-(2-chloro-4-trifluoromethylphenoxy)phenoxy]ethylphosphonate. Starting materials: [C-]#N, CN(C)C=O, Cc1ccc(-c2nc3ccc(I)cn3c2CN(C)C(=O)CC(C)C)cc1. Yields the product Cc1ccc(-c2nc3ccc(C#N)cn3c2CN(C)C(=O)CC(C)C)cc1. RXN SMILES: [C-:1]#[N:2].[CH3:29][N:30]([CH3:31])[CH:32]=[O:33].[I:3][c:4]1[cH:5][cH:6][c:7]2[n:8]([cH:9]1)[c:10]([CH2:20][N:21]([C:22]([CH2:23][CH:24]([CH3:25])[CH3:26])=[O:27])[CH3:28])[c:11](-[c:13]1[cH:14][cH:15][c:16]([CH3:19])[cH:17][cH:18]1)[n:12]2>>[C:1](#[N:2])[c:4]1[cH:5][cH:6][c:7]2[n:8]([cH:9]1)[c:10]([CH2:20][N:21]([C:22]([CH2:23][CH:24]([CH3:25])[CH3:26])=[O:27])[CH3:28])[c:11](-[c:13]1[cH:14][cH:15][c:16]([CH3:19])[cH:17][cH:18]1)[n:12]2. Starting materials: COC(=O)C1N(CCC1)C(=O)C=1C=NC=CC1 (1-(pyridine-3-carbonyl)-pyrrolidine-2-carboxylic acid methyl ester), [OH-].[Li+] (lithium hydroxide). Solvent: C1CCOC1 (THF), O (water). Conditions: temperature 25 celsius, time 2 hour. Product: N1=CC(=CC=C1)C(=O)N1C(CCC1)C(=O)O (1-(pyridine-3-carbonyl)-pyrrolidine-2-carboxylic acid). The yield is 84.1%. As a reaction SMILES: C[O:2][C:3]([CH:5]1[CH2:9][CH2:8][CH2:7][N:6]1[C:10]([C:12]1[CH:13]=[N:14][CH:15]=[CH:16][CH:17]=1)=[O:11])=[O:4].[OH-].[Li+]>C1COCC1.O>[N:14]1[CH:15]=[CH:16][CH:17]=[C:12]([C:10]([N:6]2[CH2:7][CH2:8][CH2:9][CH:5]2[C:3]([OH:4])=[O:2])=[O:11])[CH:13]=1 |f:1.2|. Reported procedure: To a solution of 1-(pyridine-3-carbonyl)-pyrrolidine-2-carboxylic acid methyl ester (1.3 g, 5.4 mmol), in THF (13 mL) was added lithium hydroxide (0.34 g, 8.1 mmol) in water (1.3 mL) at room temperature (25° C.). The mixture was allowed to stir at room temperature (25° C.) over a period of 2 h. THF was evaporated from the reaction mixture, dissolve the residue in methanol acidified to pH=4, filtered and evaporated the sticky liquid on evaporation was triturated with diethyl ether, to obtain requ... Reactants: C([O-])(O)=O.[Na+] (sodium bicarbonate), COC1=C(C=CC=C1)OC (1,2-dimethoxybenzene), BrCCCCCC(=O)O (6-bromohexanoic acid), FC(C(=O)OC(C(F)(F)F)=O)(F)F (trifluoroacetic anhydride). Conditions: time 17 hour. Yields the product BrCCCCCC(=O)C1=CC(=C(C=C1)OC)OC (1-(6-bromo-1-oxohexyl)-3,4-dimethoxybenzene). Isolated yield 65.1%. RXN SMILES: [CH3:1][O:2][C:3]1[CH:8]=[CH:7][CH:6]=[CH:5][C:4]=1[O:9][CH3:10].[Br:11][CH2:12][CH2:13][CH2:14][CH2:15][CH2:16][C:17](O)=[O:18].FC(F)(F)C(OC(=O)C(F)(F)F)=O.C(=O)(O)[O-].[Na+]>>[Br:11][CH2:12][CH2:13][CH2:14][CH2:15][CH2:16][C:17]([C:6]1[CH:7]=[CH:8][C:3]([O:2][CH3:1])=[C:4]([O:9][CH3:10])[CH:5]=1)=[O:18] |f:3.4|. Procedure details: A mixture of 1.0 mL (7.8 mmol) of 1,2-dimethoxybenzene and 2.0 g (10 mmol) of 6-bromohexanoic acid was warmed briefly until homogeneous and stirred while 1.7 mL (11.7 mmol) of trifluoroacetic anhydride was added. The reaction mixture was stirred at room temperature for 17 hours and then was poured into sodium bicarbonate solution. The product was extracted with ethyl acetate and the dried extract was concentrated to an oil which was purified by chromatography on 150 g of silica gel. Elution with...